From a dataset of the Open Reaction Database (ORD), a public repository of structured organic reaction records. describe an organic reaction: reactants, conditions, products, and yield The reactants are [H-].[H-].[H-].[H-].[Li+].[Al+3] (LAH), FC(C1=CC=NC=C1C(=O)OC)(F)F (methyl 4-trifluoromethylnicotinate). Run in C1CCOC1 (THF), C1CCOC1 (THF). Run at time 1 hour. The product is OCC=1C=NC=CC1C(F)(F)F (3-hydroxymethyl-4-trifluoromethylpyridine). Reaction SMILES: [H-].[H-].[H-].[H-].[Li+].[Al+3].[F:7][C:8]([F:20])([F:19])[C:9]1[C:14]([C:15](OC)=[O:16])=[CH:13][N:12]=[CH:11][CH:10]=1>C1COCC1>[OH:16][CH2:15][C:14]1[CH:13]=[N:12][CH:11]=[CH:10][C:9]=1[C:8]([F:20])([F:7])[F:19] |f:0.1.2.3.4.5|. Procedure details: To a stirred suspension of LAH (0.64 g, 17.0 mmol) in THF (30 mL) at -78° C. was added dropwise methyl 4-trifluoromethylnicotinate (1.74 g, 8.48 mmol) in THF (20 mL). The mixture was stirred for 1 h then carefully quenched with aqueous NaHCO3 (80 mL) and extracted with CH2Cl2 (3×100 mL). The combined organic extracts were dried (Na2SO4) and concentrated in vacuo to give 3-hydroxymethyl-4-trifluoromethylpyridine as an oil (TLC: Rf = 0.35 (1:1 hexane:EtOAc)). The reactants are α-amino acids, solution, chalcones, N[C@@H](CC1=CNC2=CC=CC=C12)C(=O)O (L-tryptophan), N[C@@H](CC(C)C)C(=O)O (L-leucine), O-benzyl-(D,L)-serine, N[C@@H](CC1=CC=CC=C1)C(=O)O (L-phenylalanine), solution, solution, COC1=CC=C(C[C@H](N)C(=O)O)C=C1 (O-methyl-L-tyrosine), N[C@@H]([C@@H](C)CC)C(=O)O (L-isoleucine), isatins, [OH-].[Na+] (sodium hydroxide). The solvent is O1CCOCC1 (dioxane), O1CCOCC1 (dioxane), O (water). Yields the product arylaldehydes, C(C)(=O)C1=CC=CC=C1 (acetophenone). Reaction SMILES: [OH-].[Na+].N[C@H:4](C(O)=O)[CH2:5][C:6]1[CH:11]=[CH:10][CH:9]=[CH:8][CH:7]=1.N[C@H](C(O)=[O:22])CC(C)C.N[C@H](C(O)=O)CC1C2C(=CC=CC=2)NC=1.N[C@H](C(O)=O)[C@H](CC)C.COC1C=CC(C[C@@H](C(O)=O)N)=CC=1>O1CCOCC1.O>[C:5]([C:6]1[CH:11]=[CH:10][CH:9]=[CH:8][CH:7]=1)(=[O:22])[CH3:4] |f:0.1|. Procedure: 200 μl (50 μmol) of a 0.25 M solution of each of the isatins listed in Table 1, in dioxane; 200 μl (50 μmol) of a 0.25 M solution of the α-amino acids listed in Table 2, in water (including 1 equivalent of sodium hydroxide for the L-phenylalanine, L-leucine, O-benzyl-(D,L)-serine, L-tryptophan, L-isoleucine, and O-methyl-L-tyrosine); and 400 μl (50 μmol) of a 0.125 M solution containing the chalcones produced by reaction of the arylaldehydes and acetophenone compounds of Tables 3 and 4, in dioxa... The reactants are NC1CCN(CC1)CCN1C(C=NC2=CC=C(C=C12)OC)=O (1-(2-(4-aminopiperidin-1-yl)ethyl)-7-methoxyquinoxalin-2(1H)-one), BrC=1C(=CC2=C(OCCO2)C1)C=O (7-bromo-2,3-dihydro-1,4-benzodioxin-6-carbaldehyde), C(O)([O-])=O.[Na+] (sodium hydrogen carbonate), C(C)(=O)O[BH-](OC(C)=O)OC(C)=O.[Na+] (sodium triacetoxyborohydride). The solvent is C(C)(=O)O (acetic acid), C(Cl)(Cl)Cl (chloroform). Run at time 1 hour. The product is BrC=1C(=CC2=C(OCCO2)C1)CNC1CCN(CC1)CCN1C(C=NC2=CC=C(C=C12)OC)=O (1-(2-(4-((7-bromo-2,3-dihydro-1,4-benzodioxin-6-yl)methylamino)piperidin-1-yl)ethyl)-7-methoxyquinoxalin-2(1H)-one). The yield is 49.6%. As a reaction SMILES: [NH2:1][CH:2]1[CH2:7][CH2:6][N:5]([CH2:8][CH2:9][N:10]2[C:19]3[C:14](=[CH:15][CH:16]=[C:17]([O:20][CH3:21])[CH:18]=3)[N:13]=[CH:12][C:11]2=[O:22])[CH2:4][CH2:3]1.[Br:23][C:24]1[C:25]([CH:34]=O)=[CH:26][C:27]2[O:32][CH2:31][CH2:30][O:29][C:28]=2[CH:33]=1.C(O[BH-](OC(=O)C)OC(=O)C)(=O)C.[Na+].C(=O)([O-])O.[Na+]>C(O)(=O)C.C(Cl)(Cl)Cl>[Br:23][C:24]1[C:25]([CH2:34][NH:1][CH:2]2[CH2:3][CH2:4][N:5]([CH2:8][CH2:9][N:10]3[C:19]4[C:14](=[CH:15][CH:16]=[C:17]([O:20][CH3:21])[CH:18]=4)[N:13]=[CH:12][C:11]3=[O:22])[CH2:6][CH2:7]2)=[CH:26][C:27]2[O:32][CH2:31][CH2:30][O:29][C:28]=2[CH:33]=1 |f:2.3,4.5|. Procedure: To 10 mL of a chloroform solution containing 130 mg of 1-(2-(4-aminopiperidin-1-yl)ethyl)-7-methoxyquinoxalin-2(1H)-one and 109 mg of 7-bromo-2,3-dihydro-1,4-benzodioxin-6-carbaldehyde, 25 μL of acetic acid was added, and stirred at room temperature for 1 hour. To the reaction mixture, 140 mg of sodium triacetoxyborohydride was added, and stirred for 1.5 hours. To the reaction mixture, aqueous saturated sodium hydrogen carbonate solution was added, and the solvent was removed under reduced press...